This data is from the Open Reaction Database (ORD), a public repository of structured organic reaction records. The task is: describe an organic reaction: reactants, conditions, products, and yield Reactants: O=C([O-])[O-], Cc1cc([N+](=O)[O-])c(Cl)cc1NC(=O)Cc1ccccc1, [Cs+], [Cs+], CN(C)C=O, O, Oc1ccc(S)cc1. Yields the product Cc1cc([N+](=O)[O-])c(Sc2ccc(O)cc2)cc1NC(=O)Cc1ccccc1. RXN SMILES: [C:30](=[O:31])([O-:32])[O-:33].[Cl:1][c:2]1[c:3]([N+:19](=[O:20])[O-:21])[cH:4][c:5]([CH3:18])[c:6]([NH:8][C:9]([CH2:10][c:11]2[cH:12][cH:13][cH:14][cH:15][cH:16]2)=[O:17])[cH:7]1.[Cs+:34].[Cs+:35].[O:37]=[CH:38][N:39]([CH3:40])[CH3:41].[OH2:36].[SH:22][c:23]1[cH:24][cH:25][c:26]([OH:29])[cH:27][cH:28]1>>[c:2]1([S:22][c:23]2[cH:24][cH:25][c:26]([OH:29])[cH:27][cH:28]2)[c:3]([N+:19](=[O:20])[O-:21])[cH:4][c:5]([CH3:18])[c:6]([NH:8][C:9]([CH2:10][c:11]2[cH:12][cH:13][cH:14][cH:15][cH:16]2)=[O:17])[cH:7]1. Reactants: N([C@@H](CC(OC(C)(C)C)=O)C(=O)N[C@@H](COC(C)(C)C)C(=O)OC(C)(C)C)C(=O)OCC1=CC=CC=C1 (Z-Asp(OtBu)-Ser(tBu)-OtBu), [H][H] (hydrogen). The reagents and catalysts are [Pd] (Pd/C). Solvent: CO (methanol). Product: N[C@@H](CC(OC(C)(C)C)=O)C(=O)N[C@@H](COC(C)(C)C)C(=O)OC(C)(C)C (H-Asp(OtBu)-Ser(tBu)-OtBu). Yield: 90.6%. As a reaction SMILES: [NH:1](C(OCC1C=CC=CC=1)=O)[C@H:2]([C:11]([NH:13][C@H:14]([C:21]([O:23][C:24]([CH3:27])([CH3:26])[CH3:25])=[O:22])[CH2:15][O:16][C:17]([CH3:20])([CH3:19])[CH3:18])=[O:12])[CH2:3][C:4](=[O:10])[O:5][C:6]([CH3:9])([CH3:8])[CH3:7].[H][H]>CO.[Pd]>[NH2:1][C@H:2]([C:11]([NH:13][C@H:14]([C:21]([O:23][C:24]([CH3:27])([CH3:26])[CH3:25])=[O:22])[CH2:15][O:16][C:17]([CH3:19])([CH3:18])[CH3:20])=[O:12])[CH2:3][C:4](=[O:10])[O:5][C:6]([CH3:8])([CH3:9])[CH3:7]. Reported procedure: 1.9 g of Z-Asp(OtBu)-Ser(tBu)-OtBu are hydrogenated in 100 ml of methanol in the presence of 0.1 g of Pd/C 10%. After the theoretical amount of hydrogen has been taken up the mixture is filtered and the filtrate is evaporated to dryness. Chromatography on silica gel with methylene chloride/MeOH (98:2) gives 1.28 g (91%) of H-Asp(OtBu)-Ser(tBu)-OtBu, MS: 389 (M+H)+. Reactants: Cc1ccccc1, CCOC(=O)C(C)(SNc1ccc(Oc2ccc(C(F)(F)F)cc2Cl)cc1F)C(=O)OCC, O=C=NC(=O)c1c(F)cccc1F. Product: CCOC(=O)C(C)(SN(C(=O)NC(=O)c1c(F)cccc1F)c1ccc(Oc2ccc(C(F)(F)F)cc2Cl)cc1F)C(=O)OCC. Reaction SMILES: [CH3:47][c:48]1[cH:49][cH:50][cH:51][cH:52][cH:53]1.[Cl:14][c:15]1[c:16]([O:17][c:18]2[cH:19][c:20]([F:38])[c:21]([NH:24][S:25][C:26]([CH3:27])([C:28](=[O:29])[O:30][CH2:31][CH3:32])[C:33](=[O:34])[O:35][CH2:36][CH3:37])[cH:22][cH:23]2)[cH:39][cH:40][c:41]([C:43]([F:44])([F:45])[F:46])[cH:42]1.[F:1][c:2]1[c:3]([C:4](=[O:5])[N:6]=[C:7]=[O:8])[c:9]([F:13])[cH:10][cH:11][cH:12]1>>[F:1][c:2]1[c:3]([C:4](=[O:5])[NH:6][C:7](=[O:8])[N:24]([c:21]2[c:20]([F:38])[cH:19][c:18]([O:17][c:16]3[c:15]([Cl:14])[cH:42][c:41]([C:43]([F:44])([F:45])[F:46])[cH:40][cH:39]3)[cH:23][cH:22]2)[S:25][C:26]([CH3:27])([C:28](=[O:29])[O:30][CH2:31][CH3:32])[C:33](=[O:34])[O:35][CH2:36][CH3:37])[c:9]([F:13])[cH:10][cH:11][cH:12]1.